This data is from the Open Reaction Database (ORD), a public repository of structured organic reaction records. The task is: describe an organic reaction: reactants, conditions, products, and yield Starting materials: C(C(=O)Cl)(=O)Cl (oxalyl chloride), FC(CCOC1=CC=C(C(=O)O)C=C1)(F)F (4-(3,3,3-trifluoropropoxy)benzoic acid), [OH-].[Na+] (sodium hydroxide), Cl.NC(C(=O)O)CC1=CC=C(C=C1)OC(F)(F)F (2-amino-3-[4-(trifluoromethoxy)phenyl]propanoic acid hydrochloride), Example 33 ( 33a ). Reagents/catalysts: CN(C)C=O (DMF). Solvent: C(Cl)Cl (methylene chloride), C1CCOC1 (THF), O (water). The product is FC(OC1=CC=C(C=C1)CC(C(=O)O)NC(C1=CC=C(C=C1)OCCC(F)(F)F)=O)(F)F (3-[4-(Trifluoromethoxy)phenyl]-2-{[4-(3,3,3-trifluoropropoxy)benzoyl]amino}propanoic acid). Isolated yield 94.0%. As a reaction SMILES: C(Cl)(=O)C(Cl)=O.[F:7][C:8]([F:22])([F:21])[CH2:9][CH2:10][O:11][C:12]1[CH:20]=[CH:19][C:15]([C:16]([OH:18])=O)=[CH:14][CH:13]=1.[OH-].[Na+].Cl.[NH2:26][CH:27]([CH2:31][C:32]1[CH:37]=[CH:36][C:35]([O:38][C:39]([F:42])([F:41])[F:40])=[CH:34][CH:33]=1)[C:28]([OH:30])=[O:29]>CN(C=O)C.C1COCC1.O.C(Cl)Cl>[F:40][C:39]([F:41])([F:42])[O:38][C:35]1[CH:34]=[CH:33][C:32]([CH2:31][CH:27]([NH:26][C:16](=[O:18])[C:15]2[CH:14]=[CH:13][C:12]([O:11][CH2:10][CH2:9][C:8]([F:7])([F:22])[F:21])=[CH:20][CH:19]=2)[C:28]([OH:30])=[O:29])=[CH:37][CH:36]=1 |f:2.3,4.5|. Procedure: DMF (three drops) and oxalyl chloride (3.50 mL, 40.0 mmol) were added to a methylene chloride (35 mL) solution of 4-(3,3,3-trifluoropropoxy)benzoic acid (4.68 g, 20.0 mmol) obtained in preparation process of Example 33 (33a), under ice-cooling with stirring. The mixture was stirred at room temperature for 3.5 hours, and then the solvent was evaporated. The obtained residue was dissolved in THF (20 mL). This solution and a 1 M sodium hydroxide aqueous solution (20 mL) were added dropwise simultan... The reactants are Cl (hydrochloric acid), C1(=CC=CC=C1)S(=O)(=O)N1C2=CC=CC=C2C=2CCN(CC12)CC(O[Si](C)(C)C(C)(C)C)C1CCC(CC1)(C1=CC(=CC=C1)F)N(C)C ([4-[2-(9-Benzenesulfonyl-1,3,4,9-tetrahydro-β-carbolin-2-yl)-1-(tert-butyldimethylsilanyloxy)ethyl]-1-(3-fluorophenyl)cyclohexyl]dimethylamine), [OH-].[Na+] (sodium hydroxide). The solvent is O1CCCC1 (tetrahydrofuran). Conditions: time 1 day. Product: C1(=CC=CC=C1)S(=O)(=O)N1C2=CC=CC=C2C=2CCN(CC12)CC(O)C1CCC(CC1)(C1=CC(=CC=C1)F)N(C)C (2-(9-Benzenesulfonyl-1,3,4,9-tetrahydro-β-carbolin-2-yl)-1-[4-dimethylamino-4-(3-fluorophenyl)cyclohexyl]ethanol). Reaction SMILES: Cl.[C:2]1([S:8]([N:11]2[C:23]3[CH2:22][N:21]([CH2:24][CH:25]([CH:34]4[CH2:39][CH2:38][C:37]([N:47]([CH3:49])[CH3:48])([C:40]5[CH:45]=[CH:44][CH:43]=[C:42]([F:46])[CH:41]=5)[CH2:36][CH2:35]4)[O:26][Si](C(C)(C)C)(C)C)[CH2:20][CH2:19][C:18]=3[C:17]3[C:12]2=[CH:13][CH:14]=[CH:15][CH:16]=3)(=[O:10])=[O:9])[CH:7]=[CH:6][CH:5]=[CH:4][CH:3]=1.[OH-].[Na+]>O1CCCC1>[C:2]1([S:8]([N:11]2[C:23]3[CH2:22][N:21]([CH2:24][CH:25]([CH:34]4[CH2:35][CH2:36][C:37]([N:47]([CH3:49])[CH3:48])([C:40]5[CH:45]=[CH:44][CH:43]=[C:42]([F:46])[CH:41]=5)[CH2:38][CH2:39]4)[OH:26])[CH2:20][CH2:19][C:18]=3[C:17]3[C:12]2=[CH:13][CH:14]=[CH:15][CH:16]=3)(=[O:9])=[O:10])[CH:3]=[CH:4][CH:5]=[CH:6][CH:7]=1 |f:2.3|. Procedure: 2 M hydrochloric acid (20 ml) was added to a solution of the product from stage 8 (176 mg, 0.255 mmol) in tetrahydrofuran (20 ml) and the mixture was stirred at room temperature for 1 d. The reaction mixture was then stirred at 50° C. for 15 h and then at room temperature for a further 16 h. The mixture was then rendered alkaline with 2 M sodium hydroxide solution (30 ml) and the phases were separated. The aqueous phase was extracted with diethyl ether (3×10 ml). The combined organic phases were... Starting materials: CCCCCO, CC(C)C1NCC(=O)N1CC(N)=O, CC(C)COC(=O)CC1CO1. Product: CC(C)COC(=O)CC(O)CN1CC(=O)N(CC(N)=O)C1C(C)C. As a reaction SMILES: [CH2:25]([OH:26])[CH2:27][CH2:28][CH2:29][CH3:30].[CH3:1][CH:2]([CH3:3])[CH:4]1[N:5]([CH2:10][C:11](=[O:12])[NH2:13])[C:6](=[O:9])[CH2:7][NH:8]1.[O:14]1[CH:15]([CH2:16][C:17](=[O:18])[O:19][CH2:20][CH:21]([CH3:22])[CH3:23])[CH2:24]1>>[CH3:1][CH:2]([CH3:3])[CH:4]1[N:5]([CH2:10][C:11](=[O:12])[NH2:13])[C:6](=[O:9])[CH2:7][N:8]1[CH2:24][CH:15]([OH:14])[CH2:16][C:17](=[O:18])[O:19][CH2:20][CH:21]([CH3:22])[CH3:23]. Starting materials: C(C)(=O)NC=1C=C(CCl)C=CC1 (3-acetylaminobenzylchloride), OC1=C(C=C(C=C1)C1=CC2=C(C(=N1)C#N)N=CN2C)C(F)(F)F (6-(4-hydroxy-3-(trifluoromethyl)-phenyl)-1-methyl-1H-imidazo[4,5-c]pyridine-4-carbonitrile), [I-].[Na+] (sodium iodide), C([O-])([O-])=O.[K+].[K+] (potassium carbonate). Run in C(C)#N (acetonitrile), O (water). Conditions: temperature 80 celsius. Product: C(C)(=O)NC=1C=C(COC2=C(C=C(C=C2)C2=CC3=C(C(=N2)C#N)N=CN3)C(F)(F)F)C=CC1 (6-(4-(3-acetylaminobenzoxy)-3-(trifluoromethyl)phenyl)-1H-imidazo[4,5-c]pyridine-4-carbonitrile). Reaction SMILES: [C:1]([NH:4][C:5]1[CH:6]=[C:7]([CH:10]=[CH:11][CH:12]=1)[CH2:8]Cl)(=[O:3])[CH3:2].[OH:13][C:14]1[CH:19]=[CH:18][C:17]([C:20]2[N:25]=[C:24]([C:26]#[N:27])[C:23]3[N:28]=[CH:29][N:30](C)[C:22]=3[CH:21]=2)=[CH:16][C:15]=1[C:32]([F:35])([F:34])[F:33].[I-].[Na+].C(=O)([O-])[O-].[K+].[K+]>C(#N)C.O>[C:1]([NH:4][C:5]1[CH:6]=[C:7]([CH:10]=[CH:11][CH:12]=1)[CH2:8][O:13][C:14]1[CH:19]=[CH:18][C:17]([C:20]2[N:25]=[C:24]([C:26]#[N:27])[C:23]3[N:28]=[CH:29][NH:30][C:22]=3[CH:21]=2)=[CH:16][C:15]=1[C:32]([F:35])([F:34])[F:33])(=[O:3])[CH3:2] |f:2.3,4.5.6|. Procedure details: A mixture of 3-acetylaminobenzylchloride (200 mg), 6-(4-hydroxy-3-(trifluoromethyl)-phenyl)-1-methyl-1H-imidazo[4,5-c]pyridine-4-carbonitrile (350 mg), sodium iodide (16 mg) and potassium carbonate (300 mg) in acetonitrile (20 ml) was heated at 80° C. for 14 hours. After cooling to room temperature, water (30 ml) was added, the white precipitate collected by filtration was dissolved in DMSO (1 ml) and purified by HPLC to give 6-(4-(3-acetylaminobenzoxy)-3-(trifluoromethyl)phenyl)-1H-imidazo[4,5-... Reactants: FC1=C(N=C(S1)NC1=NC(=CC=C1)C)C=1C=NNC1 (N-(5-fluoro-4-(1H-pyrazol-4-yl)thiazol-2-yl)-6-methylpyridin-2-amine), [O-]C#N.[K+] (potassium cyanate), CC(=O)O (AcOH). The solvent is O (water). The product is FC1=C(N=C(S1)NC1=NC(=CC=C1)C)C=1C=NN(C1)C(=O)N (4-(5-fluoro-2-(6-methylpyridin-2-ylamino)thiazol-4-yl)-1H-pyrazole-1-carboxamide). The yield is 2.5%. Reaction SMILES: [F:1][C:2]1[S:6][C:5]([NH:7][C:8]2[CH:13]=[CH:12][CH:11]=[C:10]([CH3:14])[N:9]=2)=[N:4][C:3]=1[C:15]1[CH:16]=[N:17][NH:18][CH:19]=1.[O-:20][C:21]#[N:22].[K+].CC(O)=O>O>[F:1][C:2]1[S:6][C:5]([NH:7][C:8]2[CH:13]=[CH:12][CH:11]=[C:10]([CH3:14])[N:9]=2)=[N:4][C:3]=1[C:15]1[CH:16]=[N:17][N:18]([C:21]([NH2:22])=[O:20])[CH:19]=1 |f:1.2|. Reported procedure: According to Scheme 19: A solution of N-(5-fluoro-4-(1H-pyrazol-4-yl)thiazol-2-yl)-6-methylpyridin-2-amine (1.22 mmol, 337 mg), potassium cyanate (1.47 mmol, 119 mg), AcOH (5 mL) and water (5 mL) was stirred for 2.5 hours at room temperature. The reaction mixture was quenched with water (100 mL) and the precipitate was filtered. The resulting crude product was purified by flash chromatography over silica gel using DCM/EDA (80:20; EDA: DCM/EtOH/NH3 90:9:1) as eluent to yield 4-(5-fluoro-2-(6-meth... Starting materials: ClC1=CC=C(C=C1)C=1C=C(C=NC1OCC(F)(F)F)N (5-(4-chloro-phenyl)-6-(2, 2, 2-trifluoro-ethoxy)-pyridin-3-ylamine), O=C(C(=O)O)C (2-oxo-propanoic acid). Product: ClC1=CC=C(C=C1)C=1C=C(C=NC1OCC(F)(F)F)NC(C(C)=O)=O (N-[5-(4-Chloro-phenyl)-6-(2,2,2-trifluoro-ethoxy)-pyridin-3-yl]-2-oxo-propionamide). As a reaction SMILES: [Cl:1][C:2]1[CH:7]=[CH:6][C:5]([C:8]2[CH:9]=[C:10]([NH2:20])[CH:11]=[N:12][C:13]=2[O:14][CH2:15][C:16]([F:19])([F:18])[F:17])=[CH:4][CH:3]=1.[O:21]=[C:22]([CH3:26])[C:23](O)=[O:24]>>[Cl:1][C:2]1[CH:3]=[CH:4][C:5]([C:8]2[CH:9]=[C:10]([NH:20][C:23](=[O:24])[C:22](=[O:21])[CH3:26])[CH:11]=[N:12][C:13]=2[O:14][CH2:15][C:16]([F:17])([F:18])[F:19])=[CH:6][CH:7]=1. Reported procedure: The title compound was synthesized in analogy to Example 42 g, using 5-(4-chloro-phenyl)-6-(2,2,2-trifluoro-ethoxy)-pyridin-3-ylamine (example E) and 2-oxo-propanoic acid (127-17-3) as starting materials; MS (EI) 373.0(M+H) +. Reactants: O=C(OC1CN(C(=O)Cc2ccc(F)cc2)N(C(=O)OCc2ccccc2)C1)N1CCOCC1, CO. Product: O=C(OC1CNN(C(=O)Cc2ccc(F)cc2)C1)N1CCOCC1. As a reaction SMILES: [CH2:1]([O:2][C:3](=[O:4])[N:11]1[N:12]([C:25]([CH2:26][c:27]2[cH:28][cH:29][c:30]([F:33])[cH:31][cH:32]2)=[O:34])[CH2:13][CH:14]([O:16][C:17](=[O:18])[N:19]2[CH2:20][CH2:21][O:22][CH2:23][CH2:24]2)[CH2:15]1)[c:5]1[cH:6][cH:7][cH:8][cH:9][cH:10]1.[CH3:35][OH:36]>>[NH:11]1[N:12]([C:25]([CH2:26][c:27]2[cH:28][cH:29][c:30]([F:33])[cH:31][cH:32]2)=[O:34])[CH2:13][CH:14]([O:16][C:17](=[O:18])[N:19]2[CH2:20][CH2:21][O:22][CH2:23][CH2:24]2)[CH2:15]1. Reactants: BrC=1C2=C(SC1)C=CC=C2 (3-Bromo-benzo[b]thiophene), CI (Methyl iodide), C(C)(C)NC(C)C.[Li] (lithium diisopropylamine), C1CCCCC1 (cyclohexane), [NH4+].[Cl-] (NH4Cl). Run at temperature -78 celsius, time 15 minute. Yields the product BrC=1C2=C(SC1C)C=CC=C2 (3-Bromo-2-methyl-benzo[b]thiophene). Reaction SMILES: [Br:1][C:2]1[C:3]2[CH:10]=[CH:9][CH:8]=[CH:7][C:4]=2[S:5][CH:6]=1.[CH:11](NC(C)C)(C)C.[Li].C1CCCCC1.CI.[NH4+].[Cl-]>>[Br:1][C:2]1[C:3]2[CH:10]=[CH:9][CH:8]=[CH:7][C:4]=2[S:5][C:6]=1[CH3:11] |f:1.2,5.6,^1:17|. Procedure: 1.06 g of 3-Bromo-benzo[b]thiophene (5.0 mmol) is dissolved in 10 ml of dry tetrahedrofuran and cooled to −78° C. and 3.67 ml of lithium diisopropylamine 1.5M in cyclohexane (5.5 mmol) is added slowly and stirred at −78° C. for 15 min. 0.35 ml of Methyl iodide (5.6 mmol) is added and the reaction mixture is stirred at room temperature for 1 h, sat. NH4Cl is added, and the mixture is extracted with CH2Cl2, dried over Na2SO4 and evaporated. The crude product is applied onto a silica-gel chromatogr... The reactants are C(CC)O (n-propanol), [Na] (Sodium), CCCCCC (hexane), ClC1=C(C(=O)O)C=CC=N1 (2-chloronicotinic acid), C(CC)O (propanol). Run at time 30 minute. Product: C(CC)OC1=C(C(=O)O)C=CC=N1 (2-propoxynicotinic acid). As a reaction SMILES: [Na].CCCCCC.Cl[C:9]1[N:17]=[CH:16][CH:15]=[CH:14][C:10]=1[C:11]([OH:13])=[O:12].[CH2:18]([OH:21])[CH2:19][CH3:20]>>[CH2:18]([O:21][C:9]1[N:17]=[CH:16][CH:15]=[CH:14][C:10]=1[C:11]([OH:13])=[O:12])[CH2:19][CH3:20] |^1:0|. Reported procedure: Sodium metal (9.2 g, 0.4 mol), washed free of oil (with hexane), was added in small pieces, over 2 h, to anhydrous n-propanol (350 mL) whilst maintaining a temperature between 50° C. and 100° C. To the resultant clear, yellow solution was added a slurry of 2-chloronicotinic acid (31.5 g, 0.2 mol) in anhydrous propanol (100 mL), and the suspension heated to reflux for 6 h. The bulk of the solvent was distilled off, and replaced, after cooling, with diethyl ether (200 mL) to afford a thick white s... The reactants are CCCCOC1(C)CCN(CCCl)CC1, Cc1ccccc1, Cl, CCOC(=O)CC(=O)c1ccc(F)cc1, [Na]. Yields the product Cl, CCCCOC1(C)CCN(CCCC(=O)c2ccc(F)cc2)CC1. RXN SMILES: [CH3:17][C:18]1([O:27][CH2:28][CH2:29][CH2:30][CH3:31])[CH2:19][CH2:20][N:21]([CH2:24][CH2:25][Cl:26])[CH2:22][CH2:23]1.[CH3:33][c:34]1[cH:35][cH:36][cH:37][cH:38][cH:39]1.[ClH:32].[F:2][c:3]1[cH:4][cH:5][c:6]([C:9]([CH2:10][C:11]([O:12][CH2:13][CH3:14])=[O:15])=[O:16])[cH:7][cH:8]1.[Na:1]>>[ClH:26].[F:2][c:3]1[cH:4][cH:5][c:6]([C:9]([CH2:10][CH2:11][CH2:24][N:21]2[CH2:20][CH2:19][C:18]([CH3:17])([O:27][CH2:28][CH2:29][CH2:30][CH3:31])[CH2:23][CH2:22]2)=[O:16])[cH:7][cH:8]1.